Dataset: the Open Reaction Database (ORD), a public repository of structured organic reaction records. Task: describe an organic reaction: reactants, conditions, products, and yield The reactants are compound [ 4-6 ], CC1=C(CCl)C=CC(=C1)C (2,4-dimethylbenzyl chloride), C(C1=CC=CC=C1)N1C=CC2=CC=C(C=C12)CC(=O)O (2-(1-benzyl-1H-indole-6-yl)acetic acid). The product is CC1=C(CN2C=CC3=CC=C(C=C23)CC(=O)O)C=CC(=C1)C (2-[1-(2,4-dimethylbenzyl)-1H-indole-6-yl]acetic acid), C(C1=CC=CC=C1)N1C=CC2=CC=C(C=C12)CC(=O)O (2-(1-benzyl-1H-indole-6-yl)acetic acid). Procedure: The titled compound (22 mg) as a white solid was prepared from the compound [4-6] obtained in the process (6) of Example 4 (100 mg) and 2,4-dimethylbenzyl chloride according to the method of the process (7) of Example 4. Reaction SMILES: [CH3:1][C:2]1[CH:9]=[C:8]([CH3:10])[CH:7]=[CH:6][C:3]=1[CH2:4]Cl.[CH2:11]([N:18]1[C:26]2[C:21](=[CH:22][CH:23]=[C:24]([CH2:27][C:28]([OH:30])=[O:29])[CH:25]=2)[CH:20]=[CH:19]1)[C:12]1[CH:17]=[CH:16][CH:15]=[CH:14][CH:13]=1>>[CH3:1][C:2]1[CH:9]=[C:8]([CH3:10])[CH:7]=[CH:6][C:3]=1[CH2:4][N:18]1[C:26]2[C:21](=[CH:22][CH:23]=[C:24]([CH2:27][C:28]([OH:30])=[O:29])[CH:25]=2)[CH:20]=[CH:19]1.[CH2:11]([N:18]1[C:26]2[C:21](=[CH:22][CH:23]=[C:24]([CH2:27][C:28]([OH:30])=[O:29])[CH:25]=2)[CH:20]=[CH:19]1)[C:12]1[CH:13]=[CH:14][CH:15]=[CH:16][CH:17]=1. Starting materials: CC(=O)O, CCOC(=O)Cn1c(=O)oc2cc(-c3ccccc3)c(Cl)cc21, O. Product: O=C(O)Cn1c(=O)oc2cc(-c3ccccc3)c(Cl)cc21. Reaction SMILES: [CH3:24][C:25](=[O:26])[OH:27].[O:1]=[c:2]1[o:3][c:4]2[c:5]([n:6]1[CH2:7][C:8](=[O:9])[O:10][CH2:11][CH3:12])[cH:13][c:14]([Cl:23])[c:15](-[c:17]1[cH:18][cH:19][cH:20][cH:21][cH:22]1)[cH:16]2.[OH2:28]>>[O:1]=[c:2]1[o:3][c:4]2[c:5]([n:6]1[CH2:7][C:8](=[O:9])[OH:10])[cH:13][c:14]([Cl:23])[c:15](-[c:17]1[cH:18][cH:19][cH:20][cH:21][cH:22]1)[cH:16]2. The reactants are ClC=1C=CC(=NC1)C(=O)O (5-chloropicolinic acid), NC=1C=CC(=C(C1)[C@@]1(CS(C2(CCC2)C(=N1)N)(=O)=O)C)F ((R)-7-(5-amino-2-fluoro-phenyl)-7-methyl-5,5-dioxo-5λ6-thia-8-aza-spiro[3.5]non-8-en-9-ylamine). Product: NC1=N[C@](CS(C12CCC2)(=O)=O)(C)C=2C=C(C=CC2F)NC(=O)C2=NC=C(C=C2)Cl (5-Chloro-pyridine-2-carboxylic acid [3-((R)-9-amino-7-methyl-5,5-dioxo-5λ6-thia-8-aza-spiro[3.5]non-8-en-7-yl)-4-fluoro-phenyl]-amide). The yield is 50324.7%. As a reaction SMILES: [Cl:1][C:2]1[CH:3]=[CH:4][C:5]([C:8]([OH:10])=O)=[N:6][CH:7]=1.[NH2:11][C:12]1[CH:13]=[CH:14][C:15]([F:31])=[C:16]([C@@:18]2([CH3:30])[N:26]=[C:25]([NH2:27])[C:21]3([CH2:24][CH2:23][CH2:22]3)[S:20](=[O:29])(=[O:28])[CH2:19]2)[CH:17]=1>>[NH2:27][C:25]1[C:21]2([CH2:24][CH2:23][CH2:22]2)[S:20](=[O:28])(=[O:29])[CH2:19][C@:18]([C:16]2[CH:17]=[C:12]([NH:11][C:8]([C:5]3[CH:4]=[CH:3][C:2]([Cl:1])=[CH:7][N:6]=3)=[O:10])[CH:13]=[CH:14][C:15]=2[F:31])([CH3:30])[N:26]=1. Procedure: Prepared from 5-chloropicolinic acid (48.6 mg, 308 μmol, Eq: 1.2) and (R)-7-(5-amino-2-fluoro-phenyl)-7-methyl-5,5-dioxo-5λ6-thia-8-aza-spiro[3.5]non-8-en-9-ylamine (80 mg, 257 mmol, Eq: 1.00) as described for example 2 (method b) to give the title compound (70 mg, 155 mmol, 60.4% yield) as a light yellow foam. MS (ISP): m/z=451.4 [(M+H)+] and 453.2 [(M+2+H)+]. The reactants are CN1CCC(CC1)CN1CCNCC1 (1-(1-methyl-piperidin-4-ylmethyl)-piperazine), C1(=CC=CC=C1)C(C1=CC=CC=C1)N=C=O (diphenylmethyl isocyanate). Run in C(Cl)Cl (CH2Cl2). The product is C(C1=CC=CC=C1)(C1=CC=CC=C1)NC(=O)N1CCN(CC1)CC1CCN(CC1)C (4-(1-Methyl-piperidin-4-ylmethyl)-piperazin-1-carboxylic acid benzhydryl-amide). Isolated yield 82.0%. As a reaction SMILES: [CH3:1][N:2]1[CH2:7][CH2:6][CH:5]([CH2:8][N:9]2[CH2:14][CH2:13][NH:12][CH2:11][CH2:10]2)[CH2:4][CH2:3]1.[C:15]1([CH:21]([N:28]=[C:29]=[O:30])[C:22]2[CH:27]=[CH:26][CH:25]=[CH:24][CH:23]=2)[CH:20]=[CH:19][CH:18]=[CH:17][CH:16]=1>C(Cl)Cl>[CH:21]([NH:28][C:29]([N:12]1[CH2:13][CH2:14][N:9]([CH2:8][CH:5]2[CH2:6][CH2:7][N:2]([CH3:1])[CH2:3][CH2:4]2)[CH2:10][CH2:11]1)=[O:30])([C:22]1[CH:23]=[CH:24][CH:25]=[CH:26][CH:27]=1)[C:15]1[CH:20]=[CH:19][CH:18]=[CH:17][CH:16]=1. Procedure: To a solution of 1-(1-methyl-piperidin-4-ylmethyl)-piperazine (0.5 g, 2.7 mmol) in dry CH2Cl2 (12 ml) was added diphenylmethyl isocyanate (0.56 ml, 2.7 mmol) drop wise under nitrogen. The resulting mixture was stirred at room temperature over night. Removal of solvent under reduced pressure followed by column chromatography using CH2Cl2: CH3OH (10:1) gives the desired product in 82% yield. The reactants are Cl (HCl), CN (methylamine), FC1=C(C(=CC(=C1)N1N=NC(=C1)CN=C=S)F)N1CCOCC1 (4-[2,6-difluoro-4-(4-isothiocyanatomethyl-[1,2,3]triazol-1-yl)-phenyl]-morpholine). Solvent: O (water). Conditions: time 30 minute. Product: FC=1C=C(C=C(C1N1CCOCC1)F)N1N=NC(=C1)CNC(=S)NC (1-[1-(3,5-Difluoro-4-morpholin-4-yl-phenyl)-1H-[1,2,3]triazol-4-ylmethyl]-3-methyl-thiourea), crystals. Isolated yield 50.0%. As a reaction SMILES: [CH3:1][NH2:2].[F:3][C:4]1[CH:9]=[C:8]([N:10]2[CH:14]=[C:13]([CH2:15][N:16]=[C:17]=[S:18])[N:12]=[N:11]2)[CH:7]=[C:6]([F:19])[C:5]=1[N:20]1[CH2:25][CH2:24][O:23][CH2:22][CH2:21]1.Cl>O>[F:3][C:4]1[CH:9]=[C:8]([N:10]2[CH:14]=[C:13]([CH2:15][NH:16][C:17]([NH:2][CH3:1])=[S:18])[N:12]=[N:11]2)[CH:7]=[C:6]([F:19])[C:5]=1[N:20]1[CH2:21][CH2:22][O:23][CH2:24][CH2:25]1. Procedure: To a solution of 40% methylamine (10 mL) was added 4-[2,6-difluoro-4-(4-isothiocyanatomethyl-[1,2,3]triazol-1-yl)-phenyl]-morpholine (0.2 g), obtained in Example 33, and stirred at room temperature for 30 min. The reaction mixture was neutralized with 1N HCl and diluted with water. Water layer was extracted with ethyl acetate (20 mL×2) and the combined organic layer was washed with brine and dried over sodium sulfate. Upon concentration and purification of the resulting residue by silica gel col... Starting materials: Cc1ccccc1, O=C1CCC(=O)O1, OCc1ccccc1. The product is O=C(O)CCC(=O)OCc1ccccc1. RXN SMILES: [CH3:16][c:17]1[cH:18][cH:19][cH:20][cH:21][cH:22]1.[O:1]=[C:2]1[CH2:3][CH2:4][C:5](=[O:6])[O:7]1.[OH:8][CH2:9][c:10]1[cH:11][cH:12][cH:13][cH:14][cH:15]1>>[O:1]=[C:2]([CH2:3][CH2:4][C:5](=[O:6])[O:8][CH2:9][c:10]1[cH:11][cH:12][cH:13][cH:14][cH:15]1)[OH:7].